Dataset: the Open Reaction Database (ORD), a public repository of structured organic reaction records. Task: describe an organic reaction: reactants, conditions, products, and yield The reactants are BrC=1C=NC=2N(C1)N=C(C2)C(=O)O (6-bromo-pyrazolo[1,5-a]pyrimidine-2-carboxylic acid), FC1=C(C=2C(NCCC2S1)C)F (2,3-difluoro-4-methyl-4,5,6,7-tetrahydrothieno[3,2-c]pyridine). Product: BrC=1C=NC=2N(C1)N=C(C2)C(=O)N2C(C1=C(CC2)SC(=C1F)F)C ((6-Bromo-pyrazolo[1,5-a]pyrimidin-2-yl)-(2,3-difluoro-4-methyl-6,7-dihydro-4H-thieno[3,2-c]pyridin-5-yl)-methanone). Reaction SMILES: [Br:1][C:2]1[CH:3]=[N:4][C:5]2[N:6]([N:8]=[C:9]([C:11]([OH:13])=O)[CH:10]=2)[CH:7]=1.[F:14][C:15]1[S:23][C:22]2[CH2:21][CH2:20][NH:19][CH:18]([CH3:24])[C:17]=2[C:16]=1[F:25]>>[Br:1][C:2]1[CH:3]=[N:4][C:5]2[N:6]([N:8]=[C:9]([C:11]([N:19]3[CH2:20][CH2:21][C:22]4[S:23][C:15]([F:14])=[C:16]([F:25])[C:17]=4[CH:18]3[CH3:24])=[O:13])[CH:10]=2)[CH:7]=1. Reported procedure: In close analogy to the procedure described in Example 1, 6-bromo-pyrazolo[1,5-a]pyrimidine-2-carboxylic acid is reacted with 2,3-difluoro-4-methyl-4,5,6,7-tetrahydrothieno[3,2-c]pyridine to provide the title compound in moderate yield. Starting materials: N (NH3), CC1(OCCO1)CCC#CCCCC#N (2-(methyl)-2-(7-cyano-3-heptynyl)-1,3-dioxolane), CCO (EtOH), O (H2O). The solvent is [OH-].[Na+] (NaOH). Yields the product O=C(CCC#CCCCC(=O)O)C (9-oxo-5-decynoic acid). The yield is 85.0%. Reaction SMILES: C[C:2]1([CH2:7][CH2:8][C:9]#[C:10][CH2:11][CH2:12][CH2:13][C:14]#N)[O:6]CC[O:3]1.N.[OH2:17].[CH3:18]CO>[OH-].[Na+]>[O:17]=[C:14]([CH3:18])[CH2:13][CH2:12][C:11]#[C:10][CH2:9][CH2:8][CH2:7][C:2]([OH:3])=[O:6] |f:4.5|. Procedure details: The 2-(methyl)-2-(7-cyano-3-heptynyl)-1,3-dioxolane (20 g, 0.1 mol) was dissolved in 200 ml EtOH and 200 ml 10N NaOH. The reaction was stirred at reflux until no more NH3 was evolved (20 hours). The cooled reaction was then poured into 500 ml H2O and extracted with 3-200 ml portions of ether. The aqueous phase was acidified with concentrated HCl and allowed to stir 2 hours at room temperature. The acid solution was extracted with ethyl acetate and the combined organic extracts were washed with H... Starting materials: C(C1=CC=CC=C1)OC1=C(C=C(C=C1)CCNC(=O)C1(CC1)C1=C(C=CC=C1)OC)OC (N-[2-(4-benzyloxy-3-methoxyphenyl)ethyl]-1-(2-methoxyphenyl)cyclopropane carboxamide). The solvent is C(C)#N (acetonitrile), P(=O)(Cl)(Cl)Cl (phosphoryl chloride). Reaction conditions: time 10 minute. Product: C(C1=CC=CC=C1)OC1=C(C=C2CCN=C(C2=C1)C1(CC1)C1=C(C=CC=C1)OC)OC (7-benzyloxy-6-methoxy-1-[1-(2-methoxyphenyl)cyclopropyl]-3,4-dihydroisoquinoline). RXN SMILES: [CH2:1]([O:8][C:9]1[CH:14]=[CH:13][C:12]([CH2:15][CH2:16][NH:17][C:18]([C:20]2([C:23]3[CH:28]=[CH:27][CH:26]=[CH:25][C:24]=3[O:29][CH3:30])[CH2:22][CH2:21]2)=O)=[CH:11][C:10]=1[O:31][CH3:32])[C:2]1[CH:7]=[CH:6][CH:5]=[CH:4][CH:3]=1>C(#N)C.P(Cl)(Cl)(Cl)=O>[CH2:1]([O:8][C:9]1[CH:14]=[C:13]2[C:12]([CH2:15][CH2:16][N:17]=[C:18]2[C:20]2([C:23]3[CH:28]=[CH:27][CH:26]=[CH:25][C:24]=3[O:29][CH3:30])[CH2:22][CH2:21]2)=[CH:11][C:10]=1[O:31][CH3:32])[C:2]1[CH:7]=[CH:6][CH:5]=[CH:4][CH:3]=1. Procedure details: A mixture of N-[2-(4-benzyloxy-3-methoxyphenyl)ethyl]-1-(2-methoxyphenyl)cyclopropane carboxamide (30.3 g) in acetonitrile (450 ml) and phosphoryl chloride (50 ml) was heated under reflux for 80 minutes. The solvent was evaporated in vacuo below 50° C. and the residue washed with ethyl acetate and then stirred with ethyl acetate (300 ml) and ice-cold 5% aqueous ammonia solution (200 ml) for 10 minutes. The organic layer was dried over potassium carbonate and the solvent removed by evaporation to... The reactants are O=C1CSCC1C(=O)OC (methyl 3-keto-3,4-dihydrothiophene-4-carboxylate), C1(=CC=CC=C1)NC(=O)N (phenylurea), C=1(C(=CC=CC1)S(=O)(=O)O)C (toluenesulfonic acid), C1CCCCC1 (cyclohexane). Solvent: O (water). The product is C1(=CC=CC=C1)NC(=O)NC1=C(CSC1)C(=O)OC (N-phenyl-N'-(3-methoxycarbonyl-2,5-dihydrothien-4-yl)-urea). As a reaction SMILES: O=[C:2]1[CH:6]([C:7]([O:9][CH3:10])=[O:8])[CH2:5][S:4][CH2:3]1.[C:11]1([NH:17][C:18]([NH2:20])=[O:19])[CH:16]=[CH:15][CH:14]=[CH:13][CH:12]=1.C1(C)C(S(O)(=O)=O)=CC=CC=1.C1CCCCC1>O>[C:11]1([NH:17][C:18]([NH:20][C:2]2[CH2:3][S:4][CH2:5][C:6]=2[C:7]([O:9][CH3:10])=[O:8])=[O:19])[CH:16]=[CH:15][CH:14]=[CH:13][CH:12]=1. Procedure: 14.4 parts by weight of methyl 3-keto-3,4-dihydrothiophene-4-carboxylate, 16.1 parts by weight of phenylurea and 0.5 part by weight of toluenesulfonic acid in 90 parts by weight of cyclohexane were refluxed for 3 hours, while stirring, in an apparatus equipped with a water separator. The mixture was cooled, and the residue was then filtered off under suction and recrystallized from ethanol. 16.1 parts by weight of N-phenyl-N'-(3-methoxycarbonyl-2,5-dihydrothien-4-yl)-urea of melting point 182°-1... Reactants: N1=CC=CC=C1 (pyridine), BrC=1C=C(C=NC1)C(=O)Cl (5-bromopyridine-3-carbonyl chloride), NC1=CC=CC=C1 (aniline). The reagents and catalysts are CN(C1=CC=NC=C1)C (4-dimethylaminopyridine). Solvent: CN(C)C=O (DMF), O1CCCC1 (tetrahydrofuran). Conditions: time 3 hour. Yields the product BrC=1C=C(C=NC1)C(=O)NC1=CC=CC=C1 (5-Bromo-N-phenylpyridine-3-carboxamide). Reaction SMILES: N1C=CC=CC=1.[Br:7][C:8]1[CH:9]=[C:10]([C:14](Cl)=[O:15])[CH:11]=[N:12][CH:13]=1.[NH2:17][C:18]1[CH:23]=[CH:22][CH:21]=[CH:20][CH:19]=1>CN(C)C1C=CN=CC=1.CN(C=O)C.O1CCCC1>[Br:7][C:8]1[CH:9]=[C:10]([C:14]([NH:17][C:18]2[CH:23]=[CH:22][CH:21]=[CH:20][CH:19]=2)=[O:15])[CH:11]=[N:12][CH:13]=1. Reported procedure: Under argon and at RT, 32.4 ml (400 mmol, 2 eq.) of pyridine, 2.4 g (20 mmol, 0.1 eq.) of 4-dimethylaminopyridine and, dropwise, a solution of 44.1 g (200 mmol, 1.0 eq.) of 5-bromopyridine-3-carbonyl chloride in 200 ml of DMF were added to a solution of 18.6 g (200 mmol) of aniline in 500 ml of tetrahydrofuran. After 3 h, the reaction mixture was concentrated under reduced pressure. The residue was suspended in water/dichloromethane and the solid was stirred well, washed repeatedly with water an...